This data is from the Open Reaction Database (ORD), a public repository of structured organic reaction records. The task is: describe an organic reaction: reactants, conditions, products, and yield Starting materials: ClCCl, CCCCCCC, O=S(=O)(O)Cl, O, CC12CCC3(O)C(CCC4=CC(=O)CCC43C)C1CCC2=O. Yields the product CC12CCC(=O)C=C1CCC1C2=CCC2(C)C(=O)CCC12. As a reaction SMILES: [CH2:36]([Cl:37])[Cl:38].[CH3:29][CH2:30][CH2:31][CH2:32][CH2:33][CH2:34][CH3:35].[Cl:23][S:24]([OH:25])(=[O:26])=[O:27].[OH2:28].[OH:1][C:2]12[C:3]3([CH3:22])[CH2:4][CH2:5][C:6](=[O:21])[CH:7]=[C:8]3[CH2:9][CH2:10][CH:11]1[CH:12]1[CH2:13][CH2:14][C:15](=[O:20])[C:16]1([CH3:17])[CH2:18][CH2:19]2>>[C:2]12=[CH:19][CH2:18][C:16]3([CH3:17])[CH:12]([CH:11]1[CH2:10][CH2:9][C:8]1=[CH:7][C:6](=[O:21])[CH2:5][CH2:4][C:3]21[CH3:22])[CH2:13][CH2:14][C:15]3=[O:20]. Starting materials: COC(C1=CC=C(C(=O)OC)C=C1)=O (dimethylterephthalate), glycol, CO (methanol), C(CO)O (ethylene-glycol). The reagents and catalysts are C(C)(=O)[O-].[Mn+2].C(C)(=O)[O-] (manganese acetate). Run in glycol. Product: OCCOC(C1=CC=C(C(=O)OCCO)C=C1)=O (bis-(β-hydroxyethyl)-terephthalate). As a reaction SMILES: [CH3:1][O:2][C:3](=[O:14])[C:4]1[CH:13]=[CH:12][C:7]([C:8]([O:10][CH3:11])=[O:9])=[CH:6][CH:5]=1.C(O)[CH2:16][OH:17].[CH3:19][OH:20]>C([O-])(=O)C.[Mn+2].C([O-])(=O)C>[OH:17][CH2:16][CH2:11][O:10][C:8](=[O:9])[C:7]1[CH:12]=[CH:13][C:4]([C:3]([O:2][CH2:1][CH2:19][OH:20])=[O:14])=[CH:5][CH:6]=1 |f:3.4.5|. Reported procedure: 12 Parts by weight of dimethylterephthalate, 8 parts by weight of ethylene-glycol and 0.025 % of the brightener compound No. 201 (cf. Table shown above) were melted under a nitrogen atmosphere in a stainless stell vessel provided with a stirring device, at a temperature of from 140° to 150° C. After the melt had reached a temperature of 145° C, it was mixed with 0.02 parts of manganese acetate dissolved in one part of glycol. In a temperature range of from 160° to 220° C, the transesterification... The reactants are Cc1ccccc1Br, CC(c1ccc(Br)cc1)N(C)C, [Mg], C1CCOC1, [Pd], c1ccc([PH](c2ccccc2)(c2ccccc2)c2ccccc2)cc1. Product: Cc1ccccc1-c1ccc(C(C)N(C)C)cc1. Reaction SMILES: [Br:2][c:3]1[c:4]([CH3:9])[cH:5][cH:6][cH:7][cH:8]1.[CH3:10][N:11]([CH:12]([CH3:13])[c:14]1[cH:15][cH:16][c:17]([Br:20])[cH:18][cH:19]1)[CH3:21].[Mg:1].[O:22]1[CH2:23][CH2:24][CH2:25][CH2:26]1.[Pd:27].[c:28]1([PH:29]([c:30]2[cH:31][cH:32][cH:33][cH:34][cH:35]2)([c:36]2[cH:37][cH:38][cH:39][cH:40][cH:41]2)[c:42]2[cH:43][cH:44][cH:45][cH:46][cH:47]2)[cH:48][cH:49][cH:50][cH:51][cH:52]1>>[c:3]1(-[c:17]2[cH:16][cH:15][c:14]([CH:12]([N:11]([CH3:10])[CH3:21])[CH3:13])[cH:19][cH:18]2)[c:4]([CH3:9])[cH:5][cH:6][cH:7][cH:8]1. Starting materials: C=CCN1CCN(c2ccc([N+](=O)[O-])cn2)CC1, CO, [Na+], [OH-], O, O, Cl[Sn]Cl. The product is C=CCN1CCN(c2ccc(N)cn2)CC1. RXN SMILES: [CH2:1]([CH:2]=[CH2:3])[N:4]1[CH2:5][CH2:6][N:7]([c:10]2[n:11][cH:12][c:13]([N+:16]([O-:17])=[O:18])[cH:14][cH:15]2)[CH2:8][CH2:9]1.[CH3:26][OH:27].[Na+:25].[OH-:24].[OH2:19].[OH2:20].[Sn:21]([Cl:22])[Cl:23]>>[CH2:1]([CH:2]=[CH2:3])[N:4]1[CH2:5][CH2:6][N:7]([c:10]2[n:11][cH:12][c:13]([NH2:16])[cH:14][cH:15]2)[CH2:8][CH2:9]1.